Task: describe an organic reaction: reactants, conditions, products, and yield. Dataset: the Open Reaction Database (ORD), a public repository of structured organic reaction records Starting materials: C(#N)C(CC(=O)O)(CCC#N)C1=CC(=C(C=C1)Cl)Cl (3,5-dicyano-3-(3,4-dichlorophenyl)pentanoic acid), C(C)(=O)O (acetic acid), S(O)(O)(=O)=O (sulphuric acid), O (water). Reaction conditions: temperature 80 celsius, time 30 minute. The product is C(=O)(O)CC1(C(NC(CC1)=O)=O)C1=CC(=C(C=C1)Cl)Cl (3-Carboxymethyl-3-(3,4-dichlorophenyl)-2,6-dioxopiperidine). As a reaction SMILES: [C:1]([C:3]([C:12]1[CH:17]=[CH:16][C:15]([Cl:18])=[C:14]([Cl:19])[CH:13]=1)([CH2:8]CC#N)[CH2:4][C:5](O)=[O:6])#[N:2].S(=O)(=O)(O)[OH:21].[OH2:25].[C:26]([OH:29])(=O)[CH3:27]>>[C:5]([CH2:4][C:3]1([C:12]2[CH:17]=[CH:16][C:15]([Cl:18])=[C:14]([Cl:19])[CH:13]=2)[CH2:8][CH2:27][C:26](=[O:29])[NH:2][C:1]1=[O:21])([OH:6])=[O:25]. Reported procedure: 20 g of the derivative prepared according to (a) in 80 ml of acetic acid are introduced into a round-bottomed flask. 6.75 ml of 80% sulphuric acid are then added dropwise and the reaction mixture is heated to 80° C. and then under reflux for 1 hour and 30 minutes. The reaction mixture is then left to return to room temperature and 240 ml of iced water are added to it. After stirring at 10° C. for 30 minutes, the precipitate is separated off by filtration. The precipitate is taken up into 130 ml ... As a reaction SMILES: [CH3:1][O:2][C:3]([CH2:4][O:5][c:6]1[c:7]2[c:8](=[O:32])[c:9]([CH2:20][c:21]3[cH:22][cH:23][c:24](-[n:27]4[n:28][cH:29][cH:30][cH:31]4)[cH:25][cH:26]3)[c:10]([CH:17]([CH3:18])[CH3:19])[nH:11][c:12]2[c:13]([Cl:16])[cH:14][cH:15]1)=[O:33].[Cl:34][CH:35]([F:36])[F:37]>>[CH3:1][O:2][C:3]([CH2:4][O:5][c:6]1[c:7]2[c:8]([O:32][CH:35]([F:36])[F:37])[c:9]([CH2:20][c:21]3[cH:22][cH:23][c:24](-[n:27]4[n:28][cH:29][cH:30][cH:31]4)[cH:25][cH:26]3)[c:10]([CH:17]([CH3:18])[CH3:19])[n:11][c:12]2[c:13]([Cl:16])[cH:14][cH:15]1)=[O:33]. Starting materials: COC(=O)COc1ccc(Cl)c2[nH]c(C(C)C)c(Cc3ccc(-n4cccn4)cc3)c(=O)c12, FC(F)Cl. Yields the product COC(=O)COc1ccc(Cl)c2nc(C(C)C)c(Cc3ccc(-n4cccn4)cc3)c(OC(F)F)c12. The reactants are ClC=1C(=C(C=C(C1)C(F)(F)F)C=1C=CC(=NC1)C(=O)NCCC(=O)OCC)C=O (Ethyl 3-(5-(3-chloro-2-formyl-5-(trifluoromethyl)phenyl)picolinamido)propanoate), CB(O)O (methylboronic acid). Run in O (water), O1CCOCC1 (1,4-dioxane). As a reaction SMILES: Cl[C:2]1[C:3]([CH:28]=[O:29])=[C:4]([C:12]2[CH:13]=[CH:14][C:15]([C:18]([NH:20][CH2:21][CH2:22][C:23]([O:25][CH2:26][CH3:27])=[O:24])=[O:19])=[N:16][CH:17]=2)[CH:5]=[C:6]([C:8]([F:11])([F:10])[F:9])[CH:7]=1.[CH3:30]B(O)O>O1CCOCC1.O.C1C=CC(P(C2C=CC=CC=2)[C-]2C=CC=C2)=CC=1.C1C=CC(P(C2C=CC=CC=2)[C-]2C=CC=C2)=CC=1.Cl[Pd]Cl.[Fe+2]>[CH:28]([C:3]1[C:2]([CH3:30])=[CH:7][C:6]([C:8]([F:11])([F:10])[F:9])=[CH:5][C:4]=1[C:12]1[CH:13]=[CH:14][C:15]([C:18]([NH:20][CH2:21][CH2:22][C:23]([O:25][CH2:26][CH3:27])=[O:24])=[O:19])=[N:16][CH:17]=1)=[O:29] |f:4.5.6.7|. Yields the product C(=O)C1=C(C=C(C=C1C)C(F)(F)F)C=1C=CC(=NC1)C(=O)NCCC(=O)OCC (Ethyl 3-(5-(2-formyl-3-methyl-5-(trifluoromethyl)phenyl)picolinamido)propanoate). Run at temperature 90 celsius. Reagents/catalysts: C1=CC=C(C=C1)P([C-]2C=CC=C2)C3=CC=CC=C3.C1=CC=C(C=C1)P([C-]2C=CC=C2)C3=CC=CC=C3.Cl[Pd]Cl.[Fe+2] (Pd(dppf)Cl2). Procedure: Ethyl 3-(5-(3-chloro-2-formyl-5-(trifluoromethyl)phenyl)picolinamido)propanoate (150 mg, 0.35 mmol), methylboronic acid (31 mg, 0.53 mmol), Pd(dppf)Cl2 (34 mg, 0.05 mmol) and K3Pa4hydrate (322 mg, 1.40 mmol) were dissolved in 1,4-dioxane (2 mL) and the resulting mixture was heated to 90° C. After 10 h the resulting mixture was diluted with water and extracted with EtOAc. The combined organic extracts were dried (Na2SO4), concentrated, and purified via column chromatography to yield the title com... Reactants: N1=CC=CC=C1 (pyridine), C(C(=O)Cl)(=O)Cl (oxalyl chloride), C(C1=CC=CC=C1)(C1=CC=CC=C1)(C1=CC=CC=C1)OCCC(=O)[O-].[K+] (potassium 3-trityloxypropionate). The solvent is C1(=CC=CC=C1)C (toluene). Run at temperature 0 celsius, time 30 minute. Product: C(C1=CC=CC=C1)(C1=CC=CC=C1)(C1=CC=CC=C1)OCCC(=O)Cl (3-trityloxypropionyl chloride). RXN SMILES: [C:1]([O:20][CH2:21][CH2:22][C:23]([O-:25])=O)([C:14]1[CH:19]=[CH:18][CH:17]=[CH:16][CH:15]=1)([C:8]1[CH:13]=[CH:12][CH:11]=[CH:10][CH:9]=1)[C:2]1[CH:7]=[CH:6][CH:5]=[CH:4][CH:3]=1.[K+].N1C=CC=CC=1.C(Cl)(=O)C([Cl:36])=O>C1(C)C=CC=CC=1>[C:1]([O:20][CH2:21][CH2:22][C:23]([Cl:36])=[O:25])([C:14]1[CH:19]=[CH:18][CH:17]=[CH:16][CH:15]=1)([C:8]1[CH:13]=[CH:12][CH:11]=[CH:10][CH:9]=1)[C:2]1[CH:7]=[CH:6][CH:5]=[CH:4][CH:3]=1 |f:0.1|. Procedure: To a suspension of 3.30 g of potassium 3-trityloxypropionate in 75 ml of toluene, cooled to 0° C., was added 0.5 ml of pyridine, and subsequently 15 ml of oxalyl chloride were added within 10 minutes. The mixture was stirred for 30 minutes at room temperature and then evaporated in vacuo. The oily residue was taken up in 30 ml of toluene, and the solvent was evaporated in vacuo. The residue was taken up in 50 ml of methylene chloride and 50 ml of hexane, and the solution was stirred at 0° C. Uns... Reactants: CC(C)(C)[Si](C)(C)Oc1ccc(Br)cc1, CC(C)(C)P(c1ccccc1-c1ccccc1)C(C)(C)C, CC(=O)[O-], CC(=O)[O-], CNCC(C)C, CC(C)(C)[O-], Cc1ccccc1, [Na+], [Pd+2]. Product: CC(C)CN(C)c1ccc(O[Si](C)(C)C(C)(C)C)cc1. Reaction SMILES: [Br:1][c:2]1[cH:3][cH:4][c:5]([O:6][Si:7]([CH3:8])([CH3:9])[C:10]([CH3:11])([CH3:12])[CH3:13])[cH:14][cH:15]1.[C:22]([P:23]([C:24]([CH3:25])([CH3:26])[CH3:27])[c:28]1[cH:29][cH:30][cH:31][cH:32][c:33]1-[c:34]1[cH:35][cH:36][cH:37][cH:38][cH:39]1)([CH3:40])([CH3:41])[CH3:42].[C:56]([O-:57])(=[O:58])[CH3:59].[C:61]([O-:62])(=[O:63])[CH3:64].[CH2:16]([CH:17]([CH3:18])[CH3:19])[NH:20][CH3:21].[CH3:43][C:44]([CH3:45])([O-:46])[CH3:47].[CH3:49][c:50]1[cH:51][cH:52][cH:53][cH:54][cH:55]1.[Na+:48].[Pd+2:60]>>[c:2]1([N:20]([CH2:16][CH:17]([CH3:18])[CH3:19])[CH3:21])[cH:3][cH:4][c:5]([O:6][Si:7]([CH3:8])([CH3:9])[C:10]([CH3:11])([CH3:12])[CH3:13])[cH:14][cH:15]1. The reactants are O (water), B(Br)(Br)Br (boron tribromide), C(CC)N1CC(=CCC1)C1=CC(=C(C=C1)OC)OC (1-propyl-3-(3,4-dimethoxyphenyl)-1,2,5,6-tetrahydropyridine). Solvent: C(Cl)Cl (methylene chloride), C(Cl)Cl (methylene chloride). Conditions: temperature 0 celsius, time 7 hour. Product: Br.C(CC)N1CC(=CCC1)C=1C=C(C(=CC1)O)O (4-(1-propyl-1,2,5,6-tetrahydropyridin-3-yl)-benzene-1,2-diol hydrobromide). Reaction SMILES: B(Br)(Br)[Br:2].[CH2:5]([N:8]1[CH2:13][CH2:12][CH:11]=[C:10]([C:14]2[CH:19]=[CH:18][C:17]([O:20]C)=[C:16]([O:22]C)[CH:15]=2)[CH2:9]1)[CH2:6][CH3:7].O>C(Cl)Cl>[BrH:2].[CH2:5]([N:8]1[CH2:13][CH2:12][CH:11]=[C:10]([C:14]2[CH:15]=[C:16]([OH:22])[C:17]([OH:20])=[CH:18][CH:19]=2)[CH2:9]1)[CH2:6][CH3:7] |f:4.5|. Reported procedure: A solution of 2.4 ml of boron tribromide in 33 ml of methylene chloride was added dropwise over 15 minutes at 0° to 5° C. under an inert atmosphere to a mixture of 6.68 g of the product of Step A in 67 ml of methylene chloride and the mixture was stirred at 0° C. for 7 hours. Then, 1.35 ml of water were added thereto dropwise and the mixture was evaporated to dryness under reduced pressure. The residue was taken up in 30 ml of hot ethanol and the solution was filtered. Crystallization was induce... Reactants: Cl(=O)[O-].[Na+] (sodium chlorite), P(=O)(O)(O)[O-].[K+] (potassium dihydrogen phosphate), FC1=CC=C2C(=NN(C2=C1)C)C=1N=C2C(=NC1)N(C=C2C=O)COCC[Si](C)(C)C (2-(6-fluoro-1-methyl-1H-indazol-3-yl)-5-((2-(trimethylsilyl)ethoxy)methyl)-5H-pyrrolo[2,3-b]pyrazine-7-carbaldehyde), S(N)(O)(=O)=O (sulfamic acid). Run in O (water), O1CCOCC1 (dioxane), O (water), C(C)(=O)OCC (ethyl acetate), O (water). Conditions: time 8 hour. The product is FC1=CC=C2C(=NN(C2=C1)C)C=1N=C2C(=NC1)N(C=C2C(=O)O)COCC[Si](C)(C)C (2-(6-fluoro-1-methyl-1H-indazol-3-yl)-5-((2-(trimethylsilyl)ethoxy)methyl)-5H-pyrrolo[2,3-b]pyrazine-7-carboxylic acid). Yield: 89.6%. As a reaction SMILES: [F:1][C:2]1[CH:10]=[C:9]2[C:5]([C:6]([C:12]3[N:13]=[C:14]4[C:20]([CH:21]=[O:22])=[CH:19][N:18]([CH2:23][O:24][CH2:25][CH2:26][Si:27]([CH3:30])([CH3:29])[CH3:28])[C:15]4=[N:16][CH:17]=3)=[N:7][N:8]2[CH3:11])=[CH:4][CH:3]=1.S(=O)(=O)([OH:33])N.Cl([O-])=O.[Na+].P([O-])(O)(O)=O.[K+]>O1CCOCC1.O.C(OCC)(=O)C>[F:1][C:2]1[CH:10]=[C:9]2[C:5]([C:6]([C:12]3[N:13]=[C:14]4[C:20]([C:21]([OH:33])=[O:22])=[CH:19][N:18]([CH2:23][O:24][CH2:25][CH2:26][Si:27]([CH3:30])([CH3:29])[CH3:28])[C:15]4=[N:16][CH:17]=3)=[N:7][N:8]2[CH3:11])=[CH:4][CH:3]=1 |f:2.3,4.5|. Reported procedure: To a stirred suspension of 2-(6-fluoro-1-methyl-1H-indazol-3-yl)-5-((2-(trimethylsilyl)ethoxy)methyl)-5H-pyrrolo[2,3-b]pyrazine-7-carbaldehyde (500 mg, 1.18 mmol) and sulfamic acid (685 mg, 7.05 mmol) in dioxane (25 mL) and water (0.556 mL) in an ice bath was added a solution of sodium chlorite (146 mg, 1.61 mmol) and potassium dihydrogen phosphate (1.92 g, 14.1 mmol) in water (2.78 mL). The reaction mixture was stirred at room temperature for overnight. The reaction mixture was diluted with eth...